Dataset: the Open Reaction Database (ORD), a public repository of structured organic reaction records. Task: describe an organic reaction: reactants, conditions, products, and yield Starting materials: Cl.CN(CCCN=C=NCC)C (1-(3-dimethylaminopropyl)-3-ethylcarbodiimide hydrochloride), CN(C)C1=NC=CC=C1 (dimethylaminopyridine), C(=O)(O)C=1C=C(C=CC1)[C@H](C)NC1=NC=CC(=N1)N1C=NC2=C1C=CC=C2 (2-[(S)-1-(3-carboxyphenyl)ethylamino]-4-[benzimidazol-1-yl]pyrimidine), C(C1=CC=CO1)N (furfurylamine). Solvent: C(C)N(CC)CC (Triethylamine), C(Cl)Cl (CH2Cl2). Yields the product O1C(=CC=C1)CNC(=O)C=1C=C(C=CC1)[C@H](C)NC1=NC=CC(=N1)N1C=NC2=C1C=CC=C2 (2-[(S)-1-(3-((furan-2-yl-methyl)aminocarbonyl)phenyl)ethylamino]-4-[benzimidazol-1-yl]pyrimidine). Yield: 61.8%. As a reaction SMILES: [C:1]([C:4]1[CH:5]=[C:6]([C@@H:10]([NH:12][C:13]2[N:18]=[C:17]([N:19]3[C:23]4[CH:24]=[CH:25][CH:26]=[CH:27][C:22]=4[N:21]=[CH:20]3)[CH:16]=[CH:15][N:14]=2)[CH3:11])[CH:7]=[CH:8][CH:9]=1)(O)=[O:2].[CH2:28]([NH2:34])[C:29]1[O:33][CH:32]=[CH:31][CH:30]=1.Cl.CN(C)CCCN=C=NCC.CN(C1C=CC=CN=1)C>C(Cl)Cl.C(N(CC)CC)C>[O:33]1[CH:32]=[CH:31][CH:30]=[C:29]1[CH2:28][NH:34][C:1]([C:4]1[CH:5]=[C:6]([C@@H:10]([NH:12][C:13]2[N:18]=[C:17]([N:19]3[C:23]4[CH:24]=[CH:25][CH:26]=[CH:27][C:22]=4[N:21]=[CH:20]3)[CH:16]=[CH:15][N:14]=2)[CH3:11])[CH:7]=[CH:8][CH:9]=1)=[O:2] |f:2.3|. Procedure: 2-[(S)1-(3-carboxyphenyl)ethylamino]-4-[benzimidazol-1-yl]pyrimidine (EXAMPLE 58, 14.2 mg) and furfurylamine (11 μL, 0.12 mmol) were mixed in CH2Cl2 (2 mL) under nitrogen. Triethylamine (28 μL), 1-(3-dimethylaminopropyl)-3-ethylcarbodiimide hydrochloride (26.3 mg) and dimethylaminopyridine (approx. 1 mg) were added and the mixture stirred at room temperature. After 16 h the mixture was concentrated in vacuo then eluted directly on silica gel (60:40 hexanes:acetone to 50:50 hexanes:acetone) to yi...